Dataset: the Open Reaction Database (ORD), a public repository of structured organic reaction records. Task: describe an organic reaction: reactants, conditions, products, and yield Reactants: ClC1=NC(=NC(=C1)N1[C@@H](CCC1)C(F)(F)F)NC (4-Chloro-N-methyl-6-[(2S)-2-(trifluoromethyl)-1-pyrrolidinyl]-2-pyrimidinamine), C(#N)C1=C(C=C(C=C1)B(O)O)F ((4-cyano-3-fluorophenyl)boronic acid), C(=O)(O)[O-].[Na+] (NaHCO3). Reagents/catalysts: C=1C=CC(=CC1)[P](C=2C=CC=CC2)(C=3C=CC=CC3)[Pd]([P](C=4C=CC=CC4)(C=5C=CC=CC5)C=6C=CC=CC6)([P](C=7C=CC=CC7)(C=8C=CC=CC8)C=9C=CC=CC9)[P](C=1C=CC=CC1)(C=1C=CC=CC1)C=1C=CC=CC1 (Pd(Ph3P)4). Solvent: O1CCOCC1 (1,4-dioxane). Reaction conditions: temperature 100 celsius. The product is FC1=C(C#N)C=CC(=C1)C1=NC(=NC(=C1)N1[C@@H](CCC1)C(F)(F)F)NC (2-Fluoro-4-{2-(methylamino)-6-[(2S)-2-(trifluoromethyl)-1-pyrrolidinyl]-4-pyrimidinyl}benzonitrile). As a reaction SMILES: Cl[C:2]1[CH:7]=[C:6]([N:8]2[CH2:12][CH2:11][CH2:10][C@H:9]2[C:13]([F:16])([F:15])[F:14])[N:5]=[C:4]([NH:17][CH3:18])[N:3]=1.[C:19]([C:21]1[CH:26]=[CH:25][C:24](B(O)O)=[CH:23][C:22]=1[F:30])#[N:20].C([O-])(O)=O.[Na+]>O1CCOCC1.C1C=CC([P]([Pd]([P](C2C=CC=CC=2)(C2C=CC=CC=2)C2C=CC=CC=2)([P](C2C=CC=CC=2)(C2C=CC=CC=2)C2C=CC=CC=2)[P](C2C=CC=CC=2)(C2C=CC=CC=2)C2C=CC=CC=2)(C2C=CC=CC=2)C2C=CC=CC=2)=CC=1>[F:30][C:22]1[CH:23]=[C:24]([C:2]2[CH:7]=[C:6]([N:8]3[CH2:12][CH2:11][CH2:10][C@H:9]3[C:13]([F:16])([F:15])[F:14])[N:5]=[C:4]([NH:17][CH3:18])[N:3]=2)[CH:25]=[CH:26][C:21]=1[C:19]#[N:20] |f:2.3,^1:45,47,66,85|. Procedure: 4-Chloro-N-methyl-6-[(2S)-2-(trifluoromethyl)-1-pyrrolidinyl]-2-pyrimidinamine (110 mg, 0.392 mmol) and (4-cyano-3-fluorophenyl)boronic acid (97 mg, 0.588 mmol) were dissolved in 1,4-dioxane (4 mL) in a 20 mL sealable vial. Saturated NaHCO3 solution (5 mL) was added, and N2 gas was bubbled through the mixture for 10 minutes. Then Pd(Ph3P)4 (371 mg, 0.321 mmol) was added, and N2 gas was bubbled through the mixture for an additional 5 minutes. The reaction vial was then capped and heated at 100° C... Starting materials: C(C)(=O)OCC (Ethyl acetate), ClC1=NNC2=CC(=CC=C12)OC (3-Chloro-6-methoxy-1H-indazole), C(C1=CC=CC=C1)OC(NC(CBr)C)=O ((2-bromo-1 methyl-ethyl)-carbamic acid benzyl ester), C([O-])([O-])=O.[K+].[K+] (potassium carbonate). Solvent: O (water), CN(C)C=O (DMF). Reaction conditions: time 18 hour. Yields the product C(C1=CC=CC=C1)OC(NC(CN1N=C(C2=CC=C(C=C12)OC)Cl)C)=O ([2-(3-Chloro-6-methoxy-indazol-1-yl)-1-methyl-ethyl]-carbamic Acid Benzyl Ester). The yield is 72.2%. RXN SMILES: [Cl:1][C:2]1[C:10]2[C:5](=[CH:6][C:7]([O:11][CH3:12])=[CH:8][CH:9]=2)[NH:4][N:3]=1.[CH2:13]([O:20][C:21](=[O:27])[NH:22][CH:23]([CH3:26])[CH2:24]Br)[C:14]1[CH:19]=[CH:18][CH:17]=[CH:16][CH:15]=1.C(=O)([O-])[O-].[K+].[K+].C(OCC)(=O)C>CN(C=O)C.O>[CH2:13]([O:20][C:21](=[O:27])[NH:22][CH:23]([CH3:24])[CH2:26][N:4]1[C:5]2[C:10](=[CH:9][CH:8]=[C:7]([O:11][CH3:12])[CH:6]=2)[C:2]([Cl:1])=[N:3]1)[C:14]1[CH:19]=[CH:18][CH:17]=[CH:16][CH:15]=1 |f:2.3.4|. Reported procedure: To a solution of the product from Step C (0.18 g, 1 mmol) and (2-bromo-1 methyl-ethyl)-carbamic acid benzyl ester (0.27 g, 1 mmol) in DMF (2 mL) was added potassium carbonate (0.17 g, 1.2 mmol) and the mixture stirred at 75° for 18 h. Ethyl acetate (20 mL) and water (20 mL) were added to the reaction mixture and the aqueous layer was separated and extracted with ethyl acetate (3×20 mL). The combined extracts were washed with brine (30 mL), dried (MgSO4), and evaporated to a residue that was puri... Reactants: C(C)NC(=O)C1=CC=CC2=CC=CC=C12 (N-Ethyl-1-naphthalenecarboxamide), C[Si](C)(C)Cl (TMSCl). The product is C(C)NC(=O)C1=C(C=CC2=CC=CC=C12)[Si](C)(C)C (N-Ethyl-2-(trimethylsilyl)-1-naphthalenecarboxamide). Yield: 58.0%. Reaction SMILES: [CH2:1]([NH:3][C:4]([C:6]1[C:15]2[C:10](=[CH:11][CH:12]=[CH:13][CH:14]=2)[CH:9]=[CH:8][CH:7]=1)=[O:5])[CH3:2].[CH3:16][Si:17](Cl)([CH3:19])[CH3:18]>>[CH2:1]([NH:3][C:4]([C:6]1[C:15]2[C:10](=[CH:11][CH:12]=[CH:13][CH:14]=2)[CH:9]=[CH:8][C:7]=1[Si:17]([CH3:19])([CH3:18])[CH3:16])=[O:5])[CH3:2]. Procedure: N-Ethyl-1-naphthalenecarboxamide was reacted with 2 eq TMSCl according to General Method C. The resulting reaction mixture was worked up in the usual manner, then purified by recrystallization from cold ethyl acetate/hexanes to afford 1.6 g of desired compound as a white solid, a 58% yield. m.p. 141-143° C.